Task: describe an organic reaction: reactants, conditions, products, and yield. Dataset: the Open Reaction Database (ORD), a public repository of structured organic reaction records The reactants are CSC1NC(C=2NC(=NC2N1CCCCC)C(F)(F)F)=O (2-(methylthio)-3-pentyl-8-(trifluoromethyl)-1,2,3,7-tetrahydro-6H-purin-6-one), NN (hydrazine). Solvent: O (water). Conditions: temperature 100 celsius, time 1 hour. The product is C(CCCC)N1/C(/NC(C=2NC(=NC12)C(F)(F)F)=O)=N/N ((2E)-3-Pentyl-8-(trifluoromethyl)-3,7-dihydro-1H-purine-2,6-dione-2-hydrazone). Isolated yield 86.5%. As a reaction SMILES: CS[CH:3]1[N:11]([CH2:12][CH2:13][CH2:14][CH2:15][CH3:16])[C:10]2[N:9]=[C:8]([C:17]([F:20])([F:19])[F:18])[NH:7][C:6]=2[C:5](=[O:21])[NH:4]1.[NH2:22][NH2:23]>O>[CH2:12]([N:11]1[C:10]2[N:9]=[C:8]([C:17]([F:20])([F:19])[F:18])[NH:7][C:6]=2[C:5](=[O:21])[NH:4]/[C:3]/1=[N:22]\[NH2:23])[CH2:13][CH2:14][CH2:15][CH3:16]. Reported procedure: A mixture of 2-(methylthio)-3-pentyl-8-(trifluoromethyl)-1,2,3,7-tetrahydro-6H-purin-6-one (0.61 g, 0.95 mmol), hydrazine (3 mL, 100 mmol) and water (3 mL) was stirred at 100° C. for 1 h. The reaction solution was concentrated under reduced pressure. The residue was dissolved in DMSO and purified by preparative LCMS. The product fractions were collected and lyophilized to give the desired product (0.25 g, 65%). LCMS calculated for C11H15F3N6O: (M+H) 305.1. found 305.1.